Dataset: the Open Reaction Database (ORD), a public repository of structured organic reaction records. Task: describe an organic reaction: reactants, conditions, products, and yield Starting materials: ClC=1C(=C(C=CC1)[C@H]1[C@@H](N[C@H]([C@]1(C#N)C1=C(C=C(C=C1)Cl)F)CC(C)(C)C)C(=O)NC1=C(C=C(C(=O)O)C=C1)OC)F (4-((2R,3S,4R,5S)-3-(3-chloro-2-fluorophenyl)-4-(4-chloro-2-fluorophenyl)-4-cyano-5-neopentylpyrrolidine-2-carboxamido)-3-methoxybenzoic acid), OCCCC(=O)OC(C)(C)C (tert-butyl 4-hydroxybutanoate). Product: C(=O)(O)CCCOC(C1=CC(=C(C=C1)NC(=O)[C@@H]1N[C@H]([C@]([C@H]1C1=C(C(=CC=C1)Cl)F)(C#N)C1=C(C=C(C=C1)Cl)F)CC(C)(C)C)OC)=O (4-{[(2R,3S,4R,5S)-4-(4-chloro-2-fluoro-phenyl)-3-(3-chloro-2-fluoro-phenyl)-4-cyano-5-(2,2-dimethyl-propyl)-pyrrolidine-2-carbonyl]-amino}-3-methoxy-benzoic acid 3-carboxy-propyl ester). As a reaction SMILES: [Cl:1][C:2]1[C:3]([F:42])=[C:4]([C@@H:8]2[C@:12]([C:15]3[CH:20]=[CH:19][C:18]([Cl:21])=[CH:17][C:16]=3[F:22])([C:13]#[N:14])[C@H:11]([CH2:23][C:24]([CH3:27])([CH3:26])[CH3:25])[NH:10][C@H:9]2[C:28]([NH:30][C:31]2[CH:39]=[CH:38][C:34]([C:35]([OH:37])=[O:36])=[CH:33][C:32]=2[O:40][CH3:41])=[O:29])[CH:5]=[CH:6][CH:7]=1.O[CH2:44][CH2:45][CH2:46][C:47]([O:49]C(C)(C)C)=[O:48]>>[C:47]([CH2:46][CH2:45][CH2:44][O:36][C:35](=[O:37])[C:34]1[CH:38]=[CH:39][C:31]([NH:30][C:28]([C@H:9]2[C@H:8]([C:4]3[CH:5]=[CH:6][CH:7]=[C:2]([Cl:1])[C:3]=3[F:42])[C@:12]([C:15]3[CH:20]=[CH:19][C:18]([Cl:21])=[CH:17][C:16]=3[F:22])([C:13]#[N:14])[C@H:11]([CH2:23][C:24]([CH3:26])([CH3:27])[CH3:25])[NH:10]2)=[O:29])=[C:32]([O:40][CH3:41])[CH:33]=1)([OH:49])=[O:48]. Reported procedure: In a manner similar to the method described in Example 14, 4-((2R,3S,4R,5S)-3-(3-chloro-2-fluorophenyl)-4-(4-chloro-2-fluorophenyl)-4-cyano-5-neopentylpyrrolidine-2-carboxamido)-3-methoxybenzoic acid (prepared as described in US20100152190A1) was reacted with tert-butyl 4-hydroxybutanoate to give 4-{[(2R,3S,4R,5S)-4-(4-chloro-2-fluoro-phenyl)-3-(3-chloro-2-fluoro-phenyl)-4-cyano-5-(2,2-dimethyl-propyl)-pyrrolidine-2-carbonyl]-amino}-3-methoxy-benzoic acid 3-carboxy-propyl ester after removal of ... Starting materials: C([O-])([O-])=O.[Cs+].[Cs+] (Cesium carbonate), PdCl2dppf, ClC1=NC=C(C=C1)C1=NN(C=N1)C (2-chloro-5-(1-methyl-1H-1,2,4-triazol-3-yl)pyridine), C(C)(C)(C)OC(=O)N1CCC(=CC1)B(O)O (N-Tert-Butoxycarbonyl-1,2,3,6-tetrahydropyridine-4-boronic acid), pinacol ester. Solvent: C(Cl)Cl (CH2Cl2), O (H2O), O1CCOCC1.O (dioxane H2O). Yields the product CN1N=C(N=C1)C=1C=CC(=NC1)C1=CCN(CC1)C(=O)OC(C)(C)C (Tert-butyl 4-(5-(1-methyl-1H-1,2,4-triazol-3-yl)pyridin-2-yl)-5,6-dihydropyridine-1(2H)-carboxylate). Reaction SMILES: Cl[C:2]1[CH:7]=[CH:6][C:5]([C:8]2[N:12]=[CH:11][N:10]([CH3:13])[N:9]=2)=[CH:4][N:3]=1.[C:14]([O:18][C:19]([N:21]1[CH2:26][CH:25]=[C:24](B(O)O)[CH2:23][CH2:22]1)=[O:20])([CH3:17])([CH3:16])[CH3:15].C(=O)([O-])[O-].[Cs+].[Cs+]>O1CCOCC1.O.C(Cl)Cl.O>[CH3:13][N:10]1[CH:11]=[N:12][C:8]([C:5]2[CH:6]=[CH:7][C:2]([C:24]3[CH2:25][CH2:26][N:21]([C:19]([O:18][C:14]([CH3:17])([CH3:16])[CH3:15])=[O:20])[CH2:22][CH:23]=3)=[N:3][CH:4]=2)=[N:9]1 |f:2.3.4,5.6|. Procedure: A mixture of 2-chloro-5-(1-methyl-1H-1,2,4-triazol-3-yl)pyridine (3BX) (400 mg, 2.06 mmol); N-Tert-Butoxycarbonyl-1,2,3,6-tetrahydropyridine-4-boronic acid, pinacol ester (1.4 g, 4.53 mmol); Cesium carbonate (2.3 g, 7.07 mmol) and PdCl2dppf (100 mg) in dioxane/H2O (v/v 10:1, 20 ml) was stirred at 100° C. for 2 hours. The reaction was cooled, diluted with CH2Cl2 (300 ml) and H2O (100 ml), organic layer separated, dried over Na2SO4, filtered and solvent evaporated yielding a residue which chromato... Starting materials: [K].SC=1N(C(C2=C(N1)NN=C2)=O)C (6-mercapto-5-methyl-1H-pyrazolo-[3,4-d]pyrimidin-4(5H)-one potassium), ClC1=CC=C(C(=O)C2=CC=C(CBr)C=C2)C=C1 (4-(4-chlorobenzoyl)benzyl bromide). Run in O (water), CN(C)C=O (DMF). Reaction conditions: time 1 hour. Yields the product ClC1=CC=C(C(=O)C2=CC=C(CSC=3N(C(C4=C(N3)NN=C4)=O)C)C=C2)C=C1 (6-[4-(4-Chlorobenzoyl)benzyl]thio-5-methyl-1H-pyrazolo[3,4-d]pyrimidin-4(5H)-one). Isolated yield 89.1%. Reaction SMILES: [K].[SH:2][C:3]1[N:4]([CH3:13])[C:5](=[O:12])[C:6]2[CH:11]=[N:10][NH:9][C:7]=2[N:8]=1.[Cl:14][C:15]1[CH:30]=[CH:29][C:18]([C:19]([C:21]2[CH:28]=[CH:27][C:24]([CH2:25]Br)=[CH:23][CH:22]=2)=[O:20])=[CH:17][CH:16]=1>CN(C=O)C.O>[Cl:14][C:15]1[CH:16]=[CH:17][C:18]([C:19]([C:21]2[CH:28]=[CH:27][C:24]([CH2:25][S:2][C:3]3[N:4]([CH3:13])[C:5](=[O:12])[C:6]4[CH:11]=[N:10][NH:9][C:7]=4[N:8]=3)=[CH:23][CH:22]=2)=[O:20])=[CH:29][CH:30]=1 |f:0.1,^1:0|. Reported procedure: To a solution of 6-mercapto-5-methyl-1H-pyrazolo-[3,4-d]pyrimidin-4(5H)-one potassium (1.0 g) in DMF (10 ml) was added 4-(4-chlorobenzoyl)benzyl bromide (1.393 g) and the mixture was stirred at room temperature for 1 hour. This reaction mixture was poured in water and the resulting crystals were collected by filtration, rinsed with water and methanol, and recrystallized from methanol to provide the title compound as colorless solid (1.647 g). 1H-NMR (DMSO-d6) δ: 3.53(3H,s), 4.58(2H,s), 7.50(2H,t... Reactants: [Al+3], C1CCOC1, CCOc1cc(OCC(F)(F)F)cc(C(=O)OC)c1, [H-], [H-], [H-], [H-], [Li+], O=[Mn]=O. Product: CCOc1cc(C=O)cc(OCC(F)(F)F)c1. RXN SMILES: [Al+3:21].[CH2:26]1[O:27][CH2:28][CH2:29][CH2:30]1.[CH3:1][O:2][C:3]([c:4]1[cH:5][c:6]([O:16][CH2:17][CH3:18])[cH:7][c:8]([O:10][CH2:11][C:12]([F:13])([F:14])[F:15])[cH:9]1)=[O:19].[H-:20].[H-:23].[H-:24].[H-:25].[Li+:22].[O:31]=[Mn:32]=[O:33]>>[O:2]=[CH:3][c:4]1[cH:5][c:6]([O:16][CH2:17][CH3:18])[cH:7][c:8]([O:10][CH2:11][C:12]([F:13])([F:14])[F:15])[cH:9]1. Starting materials: C(C)(=O)OC(COCCN(C)C)C1=CC2=C(O1)C=C(C=C2)OCC2=CC=CC=C2 (1-acetoxy-1-(6-benzyloxybenzo[b]furan-2-yl)-2-[2-(N,N-dimethylamino)ethoxy]ethane), Cl (hydrochloric acid), CO (methanol), C(O)([O-])=O.[Na+] (sodium hydrogencarbonate). Reagents/catalysts: [C].[Pd] (palladium-carbon). Solvent: O (water), C(Cl)(Cl)Cl (chloroform). Reaction conditions: time 1.5 hour. Yields the product C(C)(=O)OC(COCCN(C)C)C1=CC2=C(O1)C=C(C=C2)O (1-acetoxy-1-(6-hydroxybenzo[b]furan-2-yl)-2-[2-(N,N-dimethylamino)ethoxy]ethane). The yield is 63.4%. Reaction SMILES: [C:1]([O:4][CH:5]([C:13]1[O:17][C:16]2[CH:18]=[C:19]([O:22]CC3C=CC=CC=3)[CH:20]=[CH:21][C:15]=2[CH:14]=1)[CH2:6][O:7][CH2:8][CH2:9][N:10]([CH3:12])[CH3:11])(=[O:3])[CH3:2].Cl.CO.C(=O)([O-])O.[Na+]>[C].[Pd].O.C(Cl)(Cl)Cl>[C:1]([O:4][CH:5]([C:13]1[O:17][C:16]2[CH:18]=[C:19]([OH:22])[CH:20]=[CH:21][C:15]=2[CH:14]=1)[CH2:6][O:7][CH2:8][CH2:9][N:10]([CH3:12])[CH3:11])(=[O:3])[CH3:2] |f:3.4,5.6|. Procedure: A mixture of 3.2 g of 1-acetoxy-1-(6-benzyloxybenzo[b]furan-2-yl)-2-[2-(N,N-dimethylamino)ethoxy]ethane, 0.6 g of 5% palladium-carbon, 0.67 ml of concentrated hydrochloric acid and 30 ml of methanol was subjected to hydrogenation at room temperature under atmospheric pressure for 1.5 hours. After the completion of the reaction, the palladium-carbon was removed by filtration. The solvent was removed by distillation under reduced pressure. To the residue thus obtained were added 20 ml of chlorofor... Starting materials: ClC1=CC=C(OCC(=C)C)C=C1 (3-(4-chlorophenoxy)2-methyl-1-propene), CC(C)([O-])C.[K+] (potassium t-butoxide). The solvent is O (water). The product is ClC1=CC=C(OC=C(C)C)C=C1 (3-(4-chlorophenoxy)-2-methyl-2-propene). Reaction SMILES: [Cl:1][C:2]1[CH:12]=[CH:11][C:5]([O:6][CH2:7][C:8]([CH3:10])=[CH2:9])=[CH:4][CH:3]=1.CC(C)([O-])C.[K+]>O>[Cl:1][C:2]1[CH:12]=[CH:11][C:5]([O:6][CH:7]=[C:8]([CH3:9])[CH3:10])=[CH:4][CH:3]=1 |f:1.2|. Procedure: Seven grams of 3-(4-chlorophenoxy)2-methyl-1-propene and 0.35 g of potassium t-butoxide are heated at 150° under nitrogen for 3 days. The mixture is then worked up with water and extracted with ether. The organic phase is washed with dilute acid, water and brine, dried over magnesium sulfate and solvent is removed to yield 3-(4-chlorophenoxy)-2-methyl-2-propene. Isolated yield 170.4%. As a reaction SMILES: [Li+].[BH4-].[CH3:3][OH:4].C(OC(=O)C(C)(C)C[C:11]1[CH:16]=[CH:15][CH:14]=[CH:13][C:12]=1[C:17]1([C:23]2[CH:28]=[CH:27][CH:26]=[C:25]([CH2:29][C:30]([C:33](OCC)=[O:34])([CH3:32])[CH3:31])[CH:24]=2)[S:22][CH2:21][CH2:20][CH2:19][S:18]1)C.[NH4+].[Cl-]>C(Cl)Cl>[OH:34][CH2:33][C:30]([CH3:31])([CH3:32])[CH2:29][C:25]1[CH:24]=[C:23]([C:17]2([C:12]3[CH:11]=[C:16]([CH2:11][C:12]([CH3:17])([CH3:13])[CH2:3][OH:4])[CH:15]=[CH:14][CH:13]=3)[S:18][CH2:19][CH2:20][CH2:21][S:22]2)[CH:28]=[CH:27][CH:26]=1 |f:0.1,4.5|. Procedure details: To a suspension of LiBH4 (0.78 g, 35.8 mmol) in CH2Cl2 (55 mL) was added methanol (1.04 g, 32.5 mmol) at room temperature. After the addition of 229 (6.5 g, 12.3 mmol), the reaction mixture was heated to reflux for 6 h. After cooling to room temperature, saturated aqueous NH4Cl solution (20 mL) and CH2Cl2 (15 mL) were added and the layers were separated. The aqueous layer was extracted with CH2Cl2 (2×10 mL). The combined organic layers were dried over anhydrous Na2SO4 and concentrated in vacuo t... Solvent: C(Cl)Cl (CH2Cl2), C(Cl)Cl (CH2Cl2). The product is OCC(CC=1C=C(C=CC1)C1(SCCCS1)C=1C=C(C=CC1)CC(CO)(C)C)(C)C (3-(3-{2-[3-(3-Hydroxy-2,2-dimethylpropyl)-phenyl]-[1,3]dithian-2-yl}-phenyl)-2,2-dimethylpropan-1-ol). The reactants are [NH4+].[Cl-] (NH4Cl), [Li+].[BH4-] (LiBH4), C(C)OC(C(CC1=C(C=CC=C1)C1(SCCCS1)C1=CC(=CC=C1)CC(C)(C)C(=O)OCC)(C)C)=O (3-{(2-[3-(2-Ethoxycarbonyl-2-methylpropyl}-phenyl]-[1,3]dithian-2-yl)-phenyl)-2,2-dimethylpropionic acid ethyl ester), CO (methanol). Reactants: [Br-], CCCC[N+](CCCC)(CCCC)CCCC, Cc1ccccc1, [I-], [K+], Nc1cc(O)c(Cl)cc1F, [Na+], [OH-], O, Cc1ccc(S(=O)(=O)OC2CCCC2)cc1. Yields the product Nc1cc(OC2CCCC2)c(Cl)cc1F. Reaction SMILES: [Br-:31].[CH3:32][CH2:33][CH2:34][CH2:35][N+:36]([CH2:37][CH2:38][CH2:39][CH3:40])([CH2:41][CH2:42][CH2:43][CH3:44])[CH2:45][CH2:46][CH2:47][CH3:48].[CH3:49][c:50]1[cH:51][cH:52][cH:53][cH:54][cH:55]1.[I-:28].[K+:27].[NH2:1][c:2]1[c:3]([F:10])[cH:4][c:5]([Cl:9])[c:6]([OH:8])[cH:7]1.[Na+:30].[OH-:29].[OH2:56].[c:11]1([CH3:12])[cH:13][cH:14][c:15]([S:16]([O:17][CH:21]2[CH2:22][CH2:23][CH2:24][CH2:25]2)(=[O:18])=[O:19])[cH:20][cH:26]1>>[NH2:1][c:2]1[c:3]([F:10])[cH:4][c:5]([Cl:9])[c:6]([O:8][CH:21]2[CH2:22][CH2:23][CH2:24][CH2:25]2)[cH:7]1.